This data is from the Open Reaction Database (ORD), a public repository of structured organic reaction records. The task is: describe an organic reaction: reactants, conditions, products, and yield Starting materials: FC1=CC=C(C=C1)C1=CC(=CC(=C1)N1C=NC2=C1C=CC(=C2)C=2C=NN(C2)C)NC(C)=O (N-(4′-fluoro-5-(5-(1-methyl-1H-pyrazol-4-yl)-1H-benzo[d]imidazol-1-yl)-biphenyl-3-yl)acetamide), C1(CC1)S(=O)(=O)Cl (cyclopropane sulfonyl chloride). Product: FC1=CC=C(C=C1)C1=CC(=CC(=C1)N1C=NC2=C1C=CC(=C2)C=2C=NN(C2)C)NS(=O)(=O)C2CC2 (N-(4′-fluoro-5-(5-(1-methyl-1H-pyrazol-4-yl)-1H-benzo[d]imidazol-1-yl)biphenyl-3-yl)cyclopropanesulfonamide). Reaction SMILES: [F:1][C:2]1[CH:7]=[CH:6][C:5]([C:8]2[CH:13]=[C:12]([N:14]3[C:18]4[CH:19]=[CH:20][C:21]([C:23]5[CH:24]=[N:25][N:26]([CH3:28])[CH:27]=5)=[CH:22][C:17]=4[N:16]=[CH:15]3)[CH:11]=[C:10]([NH:29]C(=O)C)[CH:9]=2)=[CH:4][CH:3]=1.[CH:33]1([S:36](Cl)(=[O:38])=[O:37])[CH2:35][CH2:34]1>>[F:1][C:2]1[CH:7]=[CH:6][C:5]([C:8]2[CH:13]=[C:12]([N:14]3[C:18]4[CH:19]=[CH:20][C:21]([C:23]5[CH:24]=[N:25][N:26]([CH3:28])[CH:27]=5)=[CH:22][C:17]=4[N:16]=[CH:15]3)[CH:11]=[C:10]([NH:29][S:36]([CH:33]3[CH2:35][CH2:34]3)(=[O:38])=[O:37])[CH:9]=2)=[CH:4][CH:3]=1. Procedure: The compound was prepared from the compound of Example 53 using the procedures of Example 54 and cyclopropane sulfonyl chloride. 1H NMR (300 MHz, DMSO-d6): δ 10.28 (s, 1H), 9.1 (br s, 1H), 8.26 (s, 1H), 8.01 (d, 2H), 7.84-7.81 (m, 2H), 7.74-7.71 (m, 3H), 7.59 (s, 2H), 7.39 (t, 2H), 3.89 (s, 3H), 2.91-2.89 (m, 1H), 1.03 (d, 4H); LC-MS (ESI): Calculated mass: 487.55; Observed mass: 488.1 [M+H]+ (rt: 1.42 min). The reactants are NCCNC=1C=C(C=2C(NC3=CC=C(C1C23)F)=O)C=2NC=CC2 (5-(2-amino-ethylamino)-6-fluoro-3-(1H-pyrrol-2-yl)-1H-benzo[cd]indol-2-one), C(=O)(N1C=NC=C1)N1C=NC=C1 (1,1′-carbonyidiimidazole). Solvent: ClCCCl (1,2-dichloroethane). The product is FC=1C=2C3=C(C(NC3=CC1)=O)C(=CC2N2C(NCC2)=O)C=2NC=CC2 (6-fluoro-5-(2-oxo-imidazolidin-1-yl)-3-(1H-pyrrol-2-yl)-1H-benzo[cd]indol-2-one). As a reaction SMILES: [NH2:1][CH2:2][CH2:3][NH:4][C:5]1[CH:6]=[C:7]([C:19]2[NH:20][CH:21]=[CH:22][CH:23]=2)[C:8]2[C:9](=[O:18])[NH:10][C:11]3[C:16]=2[C:15]=1[C:14]([F:17])=[CH:13][CH:12]=3.[C:24](N1C=CN=C1)(N1C=CN=C1)=[O:25]>ClCCCl>[F:17][C:14]1[C:15]2[C:16]3[C:11](=[CH:12][CH:13]=1)[NH:10][C:9](=[O:18])[C:8]=3[C:7]([C:19]1[NH:20][CH:21]=[CH:22][CH:23]=1)=[CH:6][C:5]=2[N:4]1[CH2:3][CH2:2][NH:1][C:24]1=[O:25]. Reported procedure: To a suspension of 5-(2-amino-ethylamino)-6-fluoro-3-(1H-pyrrol-2-yl)-1H-benzo[cd]indol-2-one (from Example 9 above) (31.1 mg, 0.1 mmol) in 1,2-dichloroethane (3 mL) was added 1,1′-carbonyidiimidazole (Aldrich, 162 mg, 1.0 mmol) at room temperature. The reaction mixture was heated under reflux overnight. The reaction was then quenched with saturated aqueous sodium bicarbonate solution (5 mL) and extracted with ethyl acetate (3×10 mL). The combined organic extracts were successively washed with w... Starting materials: Clc1cc(Br)cnc1Cl, CCOC(C)=O, ClCCCl, C[Si](C)(C)I. Yields the product Clc1cc(Br)cnc1I. Reaction SMILES: [Br:1][c:2]1[cH:3][c:4]([Cl:9])[c:5]([Cl:8])[n:6][cH:7]1.[CH3:15][CH2:16][O:17][C:18](=[O:19])[CH3:20].[Cl:21][CH2:22][CH2:23][Cl:24].[I:10][Si:11]([CH3:12])([CH3:13])[CH3:14]>>[Br:1][c:2]1[cH:3][c:4]([Cl:9])[c:5]([I:10])[n:6][cH:7]1. Yields the product Cc1cc(S(=O)(=O)N(Cc2cccc(I)c2)c2cc(-c3ccccc3)sc2C(=O)O)c(C)cc1Cl. Starting materials: C1CCOC1, COC(=O)c1sc(-c2ccccc2)cc1N(Cc1cccc(I)c1)S(=O)(=O)c1cc(C)c(Cl)cc1C, CO, [Li+], [OH-], O, O. Reaction SMILES: [CH2:40]1[O:41][CH2:42][CH2:43][CH2:44]1.[CH3:1][O:2][C:3](=[O:4])[c:5]1[s:6][c:7](-[c:31]2[cH:32][cH:33][cH:34][cH:35][cH:36]2)[cH:8][c:9]1[N:10]([CH2:11][c:12]1[cH:13][c:14]([I:18])[cH:15][cH:16][cH:17]1)[S:19](=[O:20])(=[O:21])[c:22]1[c:23]([CH3:30])[cH:24][c:25]([Cl:29])[c:26]([CH3:28])[cH:27]1.[CH3:45][OH:46].[Li+:38].[OH-:37].[OH2:39].[OH2:47]>>[O:2]=[C:3]([OH:4])[c:5]1[s:6][c:7](-[c:31]2[cH:32][cH:33][cH:34][cH:35][cH:36]2)[cH:8][c:9]1[N:10]([CH2:11][c:12]1[cH:13][c:14]([I:18])[cH:15][cH:16][cH:17]1)[S:19](=[O:20])(=[O:21])[c:22]1[c:23]([CH3:30])[cH:24][c:25]([Cl:29])[c:26]([CH3:28])[cH:27]1. The reactants are ClC1=C(C(=CC=C1Cl)Cl)C(C(=O)O)C1=C(C=CC=C1)C (2,3,6-trichloro-α-(2-methylphenyl)benzeneacetic acid), N(CCO)CCO (2,2'-iminobis[ethanol]). Solvent: O(CC)CC (1,1'-oxy-bisethane). Run at time 1 hour. Yields the product 10, N(CCO)CCO.ClC1=C(C(=CC=C1Cl)Cl)C(C(=O)O)NC1=C(C=CC=C1)C (2,3,6-trichloro-α-[(2-methylphenyl)amino]benzeneacetic acid compound with 2,2'-iminobis[ethanol]). RXN SMILES: [Cl:1][C:2]1[C:7]([Cl:8])=[CH:6][CH:5]=[C:4]([Cl:9])[C:3]=1[CH:10](C1C=CC=CC=1C)[C:11]([OH:13])=[O:12].[NH:21]([CH2:25][CH2:26][OH:27])[CH2:22][CH2:23][OH:24]>O(CC)CC>[NH:21]([CH2:25][CH2:26][OH:27])[CH2:22][CH2:23][OH:24].[Cl:1][C:2]1[C:7]([Cl:8])=[CH:6][CH:5]=[C:4]([Cl:9])[C:3]=1[CH:10]([NH:21][C:25]1[CH:26]=[CH:4][CH:3]=[CH:2][C:7]=1[CH3:6])[C:11]([OH:13])=[O:12] |f:3.4|. Procedure: To a stirred solution of 8.62 parts of 2,3,6-trichloro-α-(2-methylphenyl)benzeneacetic acid in 175 parts of 1,1'-oxy-bisethane are added 2.62 parts of 2,2'-iminobis[ethanol] and the whole is stirred for 1 hour at room temperature. The precipitated product is filtered off and stirred in 70 parts of 1,1'-oxybisethane. It is filtered off again and dried, yielding 10 parts of 2,3,6-trichloro-α-[(2-methylphenyl)amino]benzeneacetic acid compound with 2,2'-iminobis[ethanol] (1:1); mp. 145.2° C. Reactants: BrB(Br)Br, ClCCl, COc1ccc(F)cc1C1(CC(O)(C(=O)Nc2ccc3c(c2)COC3=O)C(F)(F)F)CC1, O. The product is O=C1OCc2cc(NC(=O)C(O)(CC3(c4cc(F)ccc4O)CC3)C(F)(F)F)ccc21. As a reaction SMILES: [B:33]([Br:34])([Br:35])[Br:36].[Cl:38][CH2:39][Cl:40].[F:1][c:2]1[cH:3][cH:4][c:5]([O:31][CH3:32])[c:6]([C:8]2([CH2:11][C:12]([C:13](=[O:14])[NH:15][c:16]3[cH:17][c:18]4[c:23]([cH:24][cH:25]3)[C:21](=[O:22])[O:20][CH2:19]4)([C:26]([F:27])([F:28])[F:29])[OH:30])[CH2:9][CH2:10]2)[cH:7]1.[OH2:37]>>[F:1][c:2]1[cH:3][cH:4][c:5]([OH:31])[c:6]([C:8]2([CH2:11][C:12]([C:13](=[O:14])[NH:15][c:16]3[cH:17][c:18]4[c:23]([cH:24][cH:25]3)[C:21](=[O:22])[O:20][CH2:19]4)([C:26]([F:27])([F:28])[F:29])[OH:30])[CH2:9][CH2:10]2)[cH:7]1. Reactants: CC(c1ccc(Br)cc1)N1CCC(CC2(O)CC2)(c2ccc(F)cc2)OC1=O, Cc1cc(B(O)O)ccn1. Yields the product Cc1cc(-c2ccc(C(C)N3CCC(CC4(O)CC4)(c4ccc(F)cc4)OC3=O)cc2)ccn1. RXN SMILES: [Br:1][c:2]1[cH:3][cH:4][c:5]([CH:8]([CH3:9])[N:10]2[C:11](=[O:28])[O:12][C:13]([CH2:16][C:17]3([OH:20])[CH2:18][CH2:19]3)([c:21]3[cH:22][cH:23][c:24]([F:27])[cH:25][cH:26]3)[CH2:14][CH2:15]2)[cH:6][cH:7]1.[CH3:29][c:30]1[n:31][cH:32][cH:33][c:34]([B:36]([OH:37])[OH:38])[cH:35]1>>[c:2]1(-[c:34]2[cH:33][cH:32][n:31][c:30]([CH3:29])[cH:35]2)[cH:3][cH:4][c:5]([CH:8]([CH3:9])[N:10]2[C:11](=[O:28])[O:12][C:13]([CH2:16][C:17]3([OH:20])[CH2:18][CH2:19]3)([c:21]3[cH:22][cH:23][c:24]([F:27])[cH:25][cH:26]3)[CH2:14][CH2:15]2)[cH:6][cH:7]1.